From a dataset of the Open Reaction Database (ORD), a public repository of structured organic reaction records. describe an organic reaction: reactants, conditions, products, and yield Reactants: CON1C(CC(CC1(C)C)CCCCN)(C)C (N-(1-methoxy-2,2,6,6-tetramethyl-4-piperidyl)butylamine), N1=C(Cl)N=C(Cl)N=C1Cl (cyanuric chloride), [OH-].[Na+] (sodium hydroxide). Run in C=1(C(=CC=CC1)C)C (xylene), O (water). Run at time 0.5 hour. Yields the product ClC1=NC(=NC(=N1)Cl)NCCCCC1CC(N(C(C1)(C)C)OC)(C)C (2,4-dichloro-6-[N-(1-methoxy-2,2,6,6-tetramethyl-4-piperidyl)butylamino]-[1.3.5]-triazine). Reaction SMILES: [CH3:1][O:2][N:3]1[C:8]([CH3:10])([CH3:9])[CH2:7][CH:6]([CH2:11][CH2:12][CH2:13][CH2:14][NH2:15])[CH2:5][C:4]1([CH3:17])[CH3:16].[N:18]1[C:25]([Cl:26])=[N:24][C:22](Cl)=[N:21][C:19]=1[Cl:20].[OH-].[Na+]>C1(C)C(C)=CC=CC=1.O>[Cl:20][C:19]1[N:18]=[C:25]([Cl:26])[N:24]=[C:22]([NH:15][CH2:14][CH2:13][CH2:12][CH2:11][CH:6]2[CH2:7][C:8]([CH3:10])([CH3:9])[N:3]([O:2][CH3:1])[C:4]([CH3:17])([CH3:16])[CH2:5]2)[N:21]=1 |f:2.3|. Procedure details: 39.7 g (163 mmoles) of N-(1-methoxy-2,2,6,6-tetramethyl-4-piperidyl)butylamine are slowly added to a solution of 30 g (163 mmoles) of cyanuric chloride in 180 ml of xylene, maintained at room temperature. After the addition, the mixture is stirred for ½ hour at room temperature and subsequently, a solution of 6.8 g (170 mmoles) of sodium hydroxide in 45 ml of water is slowly added, maintaining the temperature at room temperature. The reactants are ClC1=NC=CC=C1C(CC)=O (1-(2-Chloropyridin-3-yl)propan-1-one), Cl.C(C1=CC=CC=C1)OC1=CC=C(C=C1)NN ([4-(benzyloxy)phenyl]hydrazine hydrochloride). The solvent is C(C)O (ethanol). Conditions: temperature 170 celsius, time 3 hour. Product: C(C1=CC=CC=C1)OC1=CC=C(C=C1)N1N=C(C=2C1=NC=CC2)CC (1-[4-(Benzyloxy)phenyl]-3-ethyl-1H-pyrazolo[3,4-b]pyridine). Isolated yield 25.7%. RXN SMILES: Cl[C:2]1[C:7]([C:8](=O)[CH2:9][CH3:10])=[CH:6][CH:5]=[CH:4][N:3]=1.Cl.[CH2:13]([O:20][C:21]1[CH:26]=[CH:25][C:24]([NH:27][NH2:28])=[CH:23][CH:22]=1)[C:14]1[CH:19]=[CH:18][CH:17]=[CH:16][CH:15]=1>C(O)C>[CH2:13]([O:20][C:21]1[CH:22]=[CH:23][C:24]([N:27]2[C:2]3=[N:3][CH:4]=[CH:5][CH:6]=[C:7]3[C:8]([CH2:9][CH3:10])=[N:28]2)=[CH:25][CH:26]=1)[C:14]1[CH:15]=[CH:16][CH:17]=[CH:18][CH:19]=1 |f:1.2|. Reported procedure: 1-(2-Chloropyridin-3-yl)propan-1-one (600 mg) and [4-(benzyloxy)phenyl]hydrazine hydrochloride (976 mg) were dissolved in ethanol (10 ml), and the mixture was stirred under microwave irradiation at 170° C. for 3 hr, and concentrated. The residue was purified by basic silica gel column chromatography (hexane/ethyl acetate) to give the title compound (300 mg). MS (API+): [M+H]+ 330.1. Starting materials: C(C)(C)[N-]C(C)C.[Li+] (lithium diisopropylamide), C(C)(C)(C)OC(CC=1C=NC(=CC1CCBr)NC(C(C)(C)C)=O)=O (tert-butyl{4-(2-bromoethyl)-6-[(2,2-dimethylpropanoyl)amino]pyridin-3-yl}acetate), C(C)(C)NC(C)C (diisopropylamine), C(CCC)[Li] (n-butyllithium). Solvent: O1CCCC1 (tetrahydrofuran), O1CCCC1 (tetrahydrofuran). Reaction conditions: time 1 hour. The product is CC(C(=O)NC1=CC2=C(C=N1)C(CC2)C(=O)OC(C)(C)C)(C)C (tert-butyl 3-[(2,2-dimethylpropanoyl)amino]-6,7-dihydro-5H-cyclopenta[c]pyridine-7-carboxylate). RXN SMILES: [C:1]([O:5][C:6](=[O:24])[CH2:7][C:8]1[CH:9]=[N:10][C:11]([NH:17][C:18](=[O:23])[C:19]([CH3:22])([CH3:21])[CH3:20])=[CH:12][C:13]=1[CH2:14][CH2:15]Br)([CH3:4])([CH3:3])[CH3:2].C([N-]C(C)C)(C)C.[Li+].C(NC(C)C)(C)C.C([Li])CCC>O1CCCC1>[CH3:20][C:19]([CH3:22])([CH3:21])[C:18]([NH:17][C:11]1[N:10]=[CH:9][C:8]2[CH:7]([C:6]([O:5][C:1]([CH3:4])([CH3:3])[CH3:2])=[O:24])[CH2:15][CH2:14][C:13]=2[CH:12]=1)=[O:23] |f:1.2|. Procedure details: A solution of tert-butyl{4-(2-bromoethyl)-6-[(2,2-dimethylpropanoyl)amino]pyridin-3-yl}acetate (6.5 g, 16.3 mmol) in tetrahydrofuran (50 mL) cooled in a dry ice-acetone bath was treated with a solution of lithium diisopropylamide in tetrahydrofuran (50 mL) (prepared from diisopropylamine (3.79 g, 34.7 mmol) and n-butyllithium (2.5 M, 13.7 mL) dropwise via addition funnel over 1 h. After complete addition, the reaction stirred an additional 1 h, then was quenched with saturated sodium bicarbonate... Starting materials: BrC1=CC=C(C=N1)CN1N=C(C(C2=C1N=CC=C2)=S)C(=O)OCC (Ethyl 1-[(6-bromopyridin-3-yl)methyl]-4-thioxo-1,4-dihydropyrido[2,3-c]pyridazine-3-carboxylate), NN (hydrazine). Solvent: C(C)O (ethanol). Run at time 1 hour. Yields the product BrC1=CC=C(C=N1)CN1N=C2C(C3=C1N=CC=C3)=NNC2=O (5-[(6-bromopyridin-3-yl)methyl]-2,5-dihydro-3H-pyrazolo[4,3-c]pyrido[3,2-e]pyridazin-3-one). RXN SMILES: [Br:1][C:2]1[N:7]=[CH:6][C:5]([CH2:8][N:9]2[C:14]3[N:15]=[CH:16][CH:17]=[CH:18][C:13]=3[C:12](=S)[C:11]([C:20]([O:22]CC)=O)=[N:10]2)=[CH:4][CH:3]=1.[NH2:25][NH2:26]>C(O)C>[Br:1][C:2]1[N:7]=[CH:6][C:5]([CH2:8][N:9]2[C:14]3[N:15]=[CH:16][CH:17]=[CH:18][C:13]=3[C:12]3=[N:25][NH:26][C:20](=[O:22])[C:11]3=[N:10]2)=[CH:4][CH:3]=1. Reported procedure: Ethyl 1-[(6-bromopyridin-3-yl)methyl]-4-thioxo-1,4-dihydropyrido[2,3-c]pyridazine-3-carboxylate (120 mg, 0.296 mmol) was suspended in ethanol (15 mL), treated with hydrazine (1.00 mL, 31.9 mmol, 107 equiv) and placed into an oil bath preheated to 80° C. for 1 hour. The mixture was cooled to ambient temperature and concentrated in vacuo, providing the titled compound. Starting materials: BrB(Br)Br, CO, ClC(Cl)Cl, COc1c(Br)cc(C(=O)N2CCOc3ccnc(Cl)c32)cc1Br, ClCCl, CC(Cl)Cl. Product: O=C(c1cc(Br)c(O)c(Br)c1)N1CCOc2ccnc(Cl)c21. Reaction SMILES: [B:24]([Br:25])([Br:26])[Br:27].[CH3:31][OH:32].[CH:37]([Cl:38])([Cl:39])[Cl:40].[Cl:1][c:2]1[n:3][cH:4][cH:5][c:6]2[c:11]1[N:10]([C:12](=[O:13])[c:14]1[cH:15][c:16]([Br:23])[c:17]([O:21][CH3:22])[c:18]([Br:20])[cH:19]1)[CH2:9][CH2:8][O:7]2.[Cl:28][CH2:29][Cl:30].[Cl:33][CH:34]([Cl:35])[CH3:36]>>[Cl:1][c:2]1[n:3][cH:4][cH:5][c:6]2[c:11]1[N:10]([C:12](=[O:13])[c:14]1[cH:15][c:16]([Br:23])[c:17]([OH:21])[c:18]([Br:20])[cH:19]1)[CH2:9][CH2:8][O:7]2. Reactants: N(=[N+]=[N-])C1C(C=2C=3C(=CN(C3C=CC2OC)S(=O)(=O)C2=CC=C(C=C2)C)C1)=O (4-azido-3,4-dihydro-6-methoxy-1-p-toluenesulfonylbenz[cd]indol-5(1H)-one), C(C)O (ethanol), Cl (hydrochloric acid). The reagents and catalysts are [C].[Pd] (palladium-carbon). Reaction conditions: time 4 hour. Product: Cl.NC1C(C=2C=3C(=CN(C3C=CC2OC)S(=O)(=O)C2=CC=C(C=C2)C)C1)=O (4-Amino-3,4-dihydro-6-methoxy-1-p-toluenesulfonylbenz [cd]indol-5(1H)-one hydrochloride). Isolated yield 80.0%. RXN SMILES: [N:1]([CH:4]1[CH2:27][C:8]2=[CH:9][N:10]([S:17]([C:20]3[CH:25]=[CH:24][C:23]([CH3:26])=[CH:22][CH:21]=3)(=[O:19])=[O:18])[C:11]3[CH:12]=[CH:13][C:14]([O:15][CH3:16])=[C:6]([C:7]=32)[C:5]1=[O:28])=[N+]=[N-].C(O)C.[ClH:32]>[C].[Pd]>[ClH:32].[NH2:1][CH:4]1[CH2:27][C:8]2=[CH:9][N:10]([S:17]([C:20]3[CH:25]=[CH:24][C:23]([CH3:26])=[CH:22][CH:21]=3)(=[O:19])=[O:18])[C:11]3[CH:12]=[CH:13][C:14]([O:15][CH3:16])=[C:6]([C:7]=32)[C:5]1=[O:28] |f:3.4,5.6|. Procedure: To a suspension of 4-azido-3,4-dihydro-6-methoxy-1-p-toluenesulfonylbenz[cd]indol-5(1H)-one (2.0 g, 5.0 mmol) in ethanol (100 mmol) were added conc. hydrochloric acid (2.5 ml) and 10% palladium-carbon (400 mg). The mixture was stirred for 4 hours at room temperature under hydrogen atmosphere of 3 atmospheres pressure. After completion of the reaction, the catalyst was filtered off. The filtrate was subjected to distillation, and the residue was washed with ethyl ether to give 1.6 g (80%) of crud... Starting materials: BrC=1C=C(C=C(C1)Br)SC=1C(=NN(C1CC)CCO)CC (2-{4-[(3,5-Dibromophenyl)sulfanyl]-3,5-diethyl-1H-pyrazol-1-yl}ethanol), N1C=NC=C1 (imidazole), C(C)(C)(C)[Si](C)(C)Cl (tert-butyl(chloro)dimethylsilane). The solvent is CN(C=O)C (dimethylformamide). Reaction conditions: temperature 20 celsius, time 15 hour. The product is [Si](C)(C)(C(C)(C)C)OCCN1N=C(C(=C1CC)SC1=CC(=CC(=C1)Br)Br)CC (1-(2-{[tert-Butyl(dimethyl)silyl]oxy}ethyl)-4-[(3,5-dibromophenyl)sulfanyl]-3,5-diethyl-1H-pyrazole). Yield: 72.9%. Reaction SMILES: [Br:1][C:2]1[CH:3]=[C:4]([S:9][C:10]2[C:11]([CH2:20][CH3:21])=[N:12][N:13]([CH2:17][CH2:18][OH:19])[C:14]=2[CH2:15][CH3:16])[CH:5]=[C:6]([Br:8])[CH:7]=1.N1C=CN=C1.[C:27]([Si:31](Cl)([CH3:33])[CH3:32])([CH3:30])([CH3:29])[CH3:28]>CN(C)C=O>[Si:31]([O:19][CH2:18][CH2:17][N:13]1[C:14]([CH2:15][CH3:16])=[C:10]([S:9][C:4]2[CH:3]=[C:2]([Br:1])[CH:7]=[C:6]([Br:8])[CH:5]=2)[C:11]([CH2:20][CH3:21])=[N:12]1)([C:27]([CH3:30])([CH3:29])[CH3:28])([CH3:33])[CH3:32]. Procedure details: A solution of 2-{4-[(3,5-dibromophenyl)sulfanyl]-3,5-diethyl-1H-pyrazol-1-yl}ethanol (1.3 g, 3 mmol) (Example 93) in dimethylformamide (3 ml) was treated with imidazole (270 mg, 4 mmol) and tert-butyl(chloro)dimethylsilane (500 mg, 3.3 mmol) and stirred at 20° C. for 15 hours. The mixture was partitioned between diethyl ether (70 ml) and citric acid solution (5% weight:volume in water, 150 ml). The aqueous layer was further extracted with diethyl ether (70 ml) and the combined organic layers wer... The reactants are C1(CCCCCN1)=O (caprolactam), C[O-].[Na+].CO (sodium methoxide methanol), C1(CCCCCN1)=O (caprolactam), C1(CCCCCN1)=O (caprolactam), C(CCC)Cl (n-butyl chloride). Reaction conditions: temperature 150 celsius, time 4 hour. The product is C(CCC)N1C(CCCCC1)=O (N-Butylcaprolactam). Isolated yield 83.0%. Reaction SMILES: [C:1]1(=[O:8])[NH:7][CH2:6][CH2:5][CH2:4][CH2:3][CH2:2]1.C[O-].[Na+].CO.[CH2:14](Cl)[CH2:15][CH2:16][CH3:17]>>[CH2:14]([N:7]1[CH2:6][CH2:5][CH2:4][CH2:3][CH2:2][C:1]1=[O:8])[CH2:15][CH2:16][CH3:17] |f:1.2.3|. Procedure details: 113.2 g of fresh caprolactam (1.0 mol) is dissolved in 250 g of crude distillate containing 3.4% of caprolactam (8.5 g of caprolactam prepared as in a), and the resulting mixture is heated to 150° C. 202 g of a 30.16 wt. % strength sodium methoxide-methanol solution (1.13 mol) is metered in at 140° C. over a period of one hour while distilling methanol. All the methanol is distilled by briefly applying vacuum. 104.5 g of n-butyl chloride (1.13 mol) is then metered in at 140° C. over a period of ...